Dataset: the Open Reaction Database (ORD), a public repository of structured organic reaction records. Task: describe an organic reaction: reactants, conditions, products, and yield Reactants: COC(=O)CBr, CC(C)=O, [I-], [K+], CC(c1ccc(O)cc1)(c1ccc(O)cc1)c1ccc(O)cc1. Product: COC(=O)COc1ccc(C(C)(c2ccc(O)cc2)c2ccc(O)cc2)cc1. As a reaction SMILES: [Br:1][CH2:2][C:3](=[O:4])[O:5][CH3:6].[CH3:32][C:33](=[O:34])[CH3:35].[I-:31].[K+:30].[OH:7][c:8]1[cH:9][cH:10][c:11]([C:14]([CH3:15])([c:16]2[cH:17][cH:18][c:19]([OH:22])[cH:20][cH:21]2)[c:23]2[cH:24][cH:25][c:26]([OH:29])[cH:27][cH:28]2)[cH:12][cH:13]1>>[CH2:2]([C:3](=[O:4])[O:5][CH3:6])[O:29][c:26]1[cH:25][cH:24][c:23]([C:14]([c:11]2[cH:10][cH:9][c:8]([OH:7])[cH:13][cH:12]2)([CH3:15])[c:16]2[cH:17][cH:18][c:19]([OH:22])[cH:20][cH:21]2)[cH:28][cH:27]1. Reactants: [Al+3], C1CCOC1, [H-], [H-], [H-], [H-], [Li+], O, CCOC(=O)c1cnc2cc(C(F)(F)F)ccc2c1O. The product is OCc1cnc2cc(C(F)(F)F)ccc2c1O. RXN SMILES: [Al+3:22].[CH2:28]1[O:29][CH2:30][CH2:31][CH2:32]1.[H-:21].[H-:24].[H-:25].[H-:26].[Li+:23].[OH2:27].[OH:1][c:2]1[c:3]([C:16](=[O:17])[O:18][CH2:19][CH3:20])[cH:4][n:5][c:6]2[cH:7][c:8]([C:12]([F:13])([F:14])[F:15])[cH:9][cH:10][c:11]12>>[OH:1][c:2]1[c:3]([CH2:16][OH:17])[cH:4][n:5][c:6]2[cH:7][c:8]([C:12]([F:13])([F:14])[F:15])[cH:9][cH:10][c:11]12. Starting materials: CCO, COc1ccc(Cl)c([N+](=O)[O-])c1, [H-], [Na+], C1COCCO1, Sc1ccncc1. Product: COc1ccc(Sc2ccncc2)c([N+](=O)[O-])c1. RXN SMILES: [CH3:22][CH2:23][OH:24].[Cl:10][c:11]1[c:12]([N+:19](=[O:20])[O-:21])[cH:13][c:14]([O:17][CH3:18])[cH:15][cH:16]1.[H-:8].[Na+:9].[O:25]1[CH2:26][CH2:27][O:28][CH2:29][CH2:30]1.[SH:1][c:2]1[cH:3][cH:4][n:5][cH:6][cH:7]1>>[S:1]([c:2]1[cH:3][cH:4][n:5][cH:6][cH:7]1)[c:11]1[c:12]([N+:19](=[O:20])[O-:21])[cH:13][c:14]([O:17][CH3:18])[cH:15][cH:16]1.